This data is from the Open Reaction Database (ORD), a public repository of structured organic reaction records. The task is: describe an organic reaction: reactants, conditions, products, and yield Reactants: [Al+3], COC(=O)c1ccc(OCc2cnn(C)c2-c2ccc(F)cc2)cc1, [H-], [H-], [H-], [H-], [Li+], [Na+], [Na+], C1CCOC1, O, O, O, O, O, O, O, O, O, O, O=S(=O)([O-])[O-]. The product is Cn1ncc(COc2ccc(CO)cc2)c1-c1ccc(F)cc1. As a reaction SMILES: [Al+3:27].[F:1][c:2]1[cH:3][cH:4][c:5](-[c:8]2[c:9]([CH2:14][O:15][c:16]3[cH:17][cH:18][c:19]([C:20](=[O:21])[O:22][CH3:23])[cH:24][cH:25]3)[cH:10][n:11][n:12]2[CH3:13])[cH:6][cH:7]1.[H-:26].[H-:29].[H-:30].[H-:31].[Li+:28].[Na+:47].[Na+:48].[O:49]1[CH2:50][CH2:51][CH2:52][CH2:53]1.[OH2:32].[OH2:33].[OH2:34].[OH2:35].[OH2:36].[OH2:37].[OH2:38].[OH2:39].[OH2:40].[OH2:41].[S:42]([O-:43])([O-:44])(=[O:45])=[O:46]>>[F:1][c:2]1[cH:3][cH:4][c:5](-[c:8]2[c:9]([CH2:14][O:15][c:16]3[cH:17][cH:18][c:19]([CH2:20][OH:21])[cH:24][cH:25]3)[cH:10][n:11][n:12]2[CH3:13])[cH:6][cH:7]1. The reactants are C(C1=CC=CC=C1)N1CCC(CC1)NC1=C(C=C(C=C1)F)[N+](=O)[O-] (1-Benzyl-4-(4-fluoro-2-nitro-phenylamino)-piperidine), CO (methanol). Reagents/catalysts: [Pt] (Pt/C). Solvent: C1CCOC1 (THF). Yields the product C(C1=CC=CC=C1)N1CCC(CC1)NC1=C(C=C(C=C1)F)N (1-Benzyl-4-(2-amino-4-fluoro--phenylamino)-piperidine). The yield is 99.1%. RXN SMILES: [CH2:1]([N:8]1[CH2:13][CH2:12][CH:11]([NH:14][C:15]2[CH:20]=[CH:19][C:18]([F:21])=[CH:17][C:16]=2[N+:22]([O-])=O)[CH2:10][CH2:9]1)[C:2]1[CH:7]=[CH:6][CH:5]=[CH:4][CH:3]=1.CO>C1COCC1.[Pt]>[CH2:1]([N:8]1[CH2:13][CH2:12][CH:11]([NH:14][C:15]2[CH:20]=[CH:19][C:18]([F:21])=[CH:17][C:16]=2[NH2:22])[CH2:10][CH2:9]1)[C:2]1[CH:7]=[CH:6][CH:5]=[CH:4][CH:3]=1. Procedure details: 10.1 g 1-Benzyl-4-(4-fluoro-2-nitro-phenylamino)-piperidine were dissolved in 75 ml THF and 75 ml methanol and hydrogenated with 1.5 g Pt/C (10%). The catalyst was filtered, and the filtrate was evaporated to yield 9.1 g of the target compound as an oil. The reactants are O=C1CCC(=O)N1Br, ClC(Cl)(Cl)Cl, Cc1c(F)ccc(-c2ccccc2)c1F. Product: Fc1ccc(-c2ccccc2)c(F)c1CBr. Reaction SMILES: [Br:16][N:17]1[C:18](=[O:19])[CH2:20][CH2:21][C:22]1=[O:23].[C:24]([Cl:25])([Cl:26])([Cl:27])[Cl:28].[F:1][c:2]1[c:3](-[c:10]2[cH:11][cH:12][cH:13][cH:14][cH:15]2)[cH:4][cH:5][c:6]([F:9])[c:7]1[CH3:8]>>[F:1][c:2]1[c:3](-[c:10]2[cH:11][cH:12][cH:13][cH:14][cH:15]2)[cH:4][cH:5][c:6]([F:9])[c:7]1[CH2:8][Br:16]. Reactants: O=S(=O)(O)Cl, CC(Cl)Cl, ClCCl, FC(F)(F)c1ccnc(Oc2ccccc2)n1. The product is O=S(=O)(Cl)c1ccc(Oc2nccc(C(F)(F)F)n2)cc1. As a reaction SMILES: [Cl:18][S:19](=[O:20])(=[O:21])[OH:22].[Cl:23][CH:24]([Cl:25])[CH3:26].[Cl:27][CH2:28][Cl:29].[O:1]([c:2]1[cH:3][cH:4][cH:5][cH:6][cH:7]1)[c:8]1[n:9][cH:10][cH:11][c:12]([C:14]([F:15])([F:16])[F:17])[n:13]1>>[O:1]([c:2]1[cH:3][cH:4][c:5]([S:19]([Cl:18])(=[O:20])=[O:21])[cH:6][cH:7]1)[c:8]1[n:9][cH:10][cH:11][c:12]([C:14]([F:15])([F:16])[F:17])[n:13]1. Starting materials: CCOC(C)=O, ClCCl, Cl, O, COC(=O)CCc1ccc(C#Cc2ccccc2CCO)cc1, Cc1ccc(S(=O)(=O)Cl)cc1. The product is COC(=O)CCc1ccc(C#Cc2ccccc2CCOS(=O)(=O)c2ccc(C)cc2)cc1. RXN SMILES: [CH3:40][CH2:41][O:42][C:43]([CH3:44])=[O:45].[Cl:37][CH2:38][Cl:39].[ClH:35].[OH2:36].[OH:1][CH2:2][CH2:3][c:4]1[c:5]([C:10]#[C:11][c:12]2[cH:13][cH:14][c:15]([CH2:18][CH2:19][C:20](=[O:21])[O:22][CH3:23])[cH:16][cH:17]2)[cH:6][cH:7][cH:8][cH:9]1.[c:24]1([CH3:34])[cH:25][cH:26][c:27]([S:30](=[O:31])(=[O:32])[Cl:33])[cH:28][cH:29]1>>[O:1]([CH2:2][CH2:3][c:4]1[c:5]([C:10]#[C:11][c:12]2[cH:13][cH:14][c:15]([CH2:18][CH2:19][C:20](=[O:21])[O:22][CH3:23])[cH:16][cH:17]2)[cH:6][cH:7][cH:8][cH:9]1)[S:30]([c:27]1[cH:26][cH:25][c:24]([CH3:34])[cH:29][cH:28]1)(=[O:31])=[O:32]. Reported procedure: To a solution of lithium aluminum hydride (934 mg) in diethyl ether (30 mL) was added aluminum chloride (1.09 g), and the mixture was stirred at 0° C. for 10 min. To the reaction mixture was added dropwise a solution of (7RS)-4-benzyl-7-(3,4-dichlorophenyl)-7-[(4-methoxyphenoxy)methyl]-1,4-oxazepan-3-one (6.02 g) in THF (30 mL), and the mixture was stirred at 0° C. for 15 min, and stirred while warming to room temperature for 2 hr. To the reaction mixture was added ice, and the precipitate was f... Reactants: [H-].[Al+3].[Li+].[H-].[H-].[H-] (lithium aluminum hydride), [Cl-].[Al+3].[Cl-].[Cl-] (aluminum chloride), C(C1=CC=CC=C1)N1C(COC(CC1)(COC1=CC=C(C=C1)OC)C1=CC(=C(C=C1)Cl)Cl)=O ((7RS)-4-benzyl-7-(3,4-dichlorophenyl)-7-[(4-methoxyphenoxy)methyl]-1,4-oxazepan-3-one). Yields the product C(C1=CC=CC=C1)N1CCOC(CC1)(COC1=CC=C(C=C1)OC)C1=CC(=C(C=C1)Cl)Cl ((7RS)-4-benzyl-7-(3,4-dichlorophenyl)-7-[(4-methoxyphenoxy)methyl]-1,4-oxazepane). Run at temperature 0 celsius, time 10 minute. Solvent: C(C)OCC (diethyl ether), C1CCOC1 (THF). Isolated yield 93.4%. Reaction SMILES: [H-].[Al+3].[Li+].[H-].[H-].[H-].[Cl-].[Al+3].[Cl-].[Cl-].[CH2:11]([N:18]1[CH2:24][CH2:23][C:22]([C:35]2[CH:40]=[CH:39][C:38]([Cl:41])=[C:37]([Cl:42])[CH:36]=2)([CH2:25][O:26][C:27]2[CH:32]=[CH:31][C:30]([O:33][CH3:34])=[CH:29][CH:28]=2)[O:21][CH2:20][C:19]1=O)[C:12]1[CH:17]=[CH:16][CH:15]=[CH:14][CH:13]=1>C(OCC)C.C1COCC1>[CH2:11]([N:18]1[CH2:24][CH2:23][C:22]([C:35]2[CH:40]=[CH:39][C:38]([Cl:41])=[C:37]([Cl:42])[CH:36]=2)([CH2:25][O:26][C:27]2[CH:32]=[CH:31][C:30]([O:33][CH3:34])=[CH:29][CH:28]=2)[O:21][CH2:20][CH2:19]1)[C:12]1[CH:13]=[CH:14][CH:15]=[CH:16][CH:17]=1 |f:0.1.2.3.4.5,6.7.8.9|. Reactants: CCO, Cl, [Na+], [OH-], CCOC(=O)c1ccc(OCC(c2ccccc2)c2ccccc2)cc1. Yields the product O=C(O)c1ccc(OCC(c2ccccc2)c2ccccc2)cc1. RXN SMILES: [CH3:30][CH2:31][OH:32].[ClH:27].[Na+:29].[OH-:28].[c:1]1([CH:7]([CH2:8][O:9][c:10]2[cH:11][cH:12][c:13]([C:14](=[O:15])[O:16][CH2:17][CH3:18])[cH:19][cH:20]2)[c:21]2[cH:22][cH:23][cH:24][cH:25][cH:26]2)[cH:2][cH:3][cH:4][cH:5][cH:6]1>>[c:1]1([CH:7]([CH2:8][O:9][c:10]2[cH:11][cH:12][c:13]([C:14](=[O:15])[OH:16])[cH:19][cH:20]2)[c:21]2[cH:22][cH:23][cH:24][cH:25][cH:26]2)[cH:2][cH:3][cH:4][cH:5][cH:6]1. Starting materials: NC=1C=CC2=C(N(C(CCC2(C)C)=O)CC)C1 (8-Amino-1-ethyl-5,5-dimethyl-1,3,4,5-tetrahydro-benzo[b]azepin-2-one), ClC1=NC=C(C(=N1)NC1=C(C(=O)NC)C=CC=C1)Cl (2-(2,5-Dichloro-pyrimidin-4-ylamino)-N-methyl-benzamide). Reaction SMILES: [NH2:1][C:2]1[CH:3]=[CH:4][C:5]2[C:11]([CH3:13])([CH3:12])[CH2:10][CH2:9][C:8](=[O:14])[N:7]([CH2:15][CH3:16])[C:6]=2[CH:17]=1.Cl[C:19]1[N:24]=[C:23]([NH:25][C:26]2[CH:35]=[CH:34][CH:33]=[CH:32][C:27]=2[C:28]([NH:30][CH3:31])=[O:29])[C:22]([Cl:36])=[CH:21][N:20]=1>>[Cl:36][C:22]1[C:23]([NH:25][C:26]2[CH:35]=[CH:34][CH:33]=[CH:32][C:27]=2[C:28]([NH:30][CH3:31])=[O:29])=[N:24][C:19]([NH:1][C:2]2[CH:3]=[CH:4][C:5]3[C:11]([CH3:12])([CH3:13])[CH2:10][CH2:9][C:8](=[O:14])[N:7]([CH2:15][CH3:16])[C:6]=3[CH:17]=2)=[N:20][CH:21]=1. Procedure: The title compound was prepared with a procedure analogous to that used to prepare example 381 by combining 8-Amino-1-ethyl-5,5-dimethyl-1,3,4,5-tetrahydro-benzo[b]azepin-2-one and 2-(2,5-Dichloro-pyrimidin-4-ylamino)-N-methyl-benzamide to yield an off-white solid (2.8%). LCMS: m/z=493.22 (M+H+), 1H NMR (400 MHz, CDCl3) δ 8.48 (d, 1H, J=8.3 Hz), 8.06 (s, 1H), 7.72 (d, 1H, J=1.8 Hz), 7.52 (d, 1H, J=7.6 Hz), 7.17 (m, 5H), 3.56 (m, 2H), 3.37 (s, 2H), 2.98 (m, 3H), 2.29 (m, 2H), 2.01 (m, 2H), 1.30 (... Yield: 2.8%. Product: ClC=1C(=NC(=NC1)NC=1C=CC2=C(N(C(CCC2(C)C)=O)CC)C1)NC1=C(C(=O)NC)C=CC=C1 (2-[5-Chloro-2-(1-ethyl-5,5-dimethyl-2-oxo-2,3,4,5-tetrahydro-1H-benzo[b]azepin-8-ylamino)-pyrimidin-4-ylamino]-N-methyl-benzamide), solid.